The task is: describe an organic reaction: reactants, conditions, products, and yield. This data is from the Open Reaction Database (ORD), a public repository of structured organic reaction records. Reactants: ClC1=NC2=CC(=CC=C2N=C1)OC (2-chloro-7-methoxy-quinoxaline), C(C)(C)(C)OC(NC1CCN(CC1)CC(O)C1CC1)=O ([1-(2-cyclopropyl-2-hydroxy-ethyl)-piperidin-4-yl]-carbamic acid tert-butyl ester), O=C1CSC2=C(N1)C=C(C=C2)C=O (3-oxo-3,4-dihydro-2H-benzo[1,4]thiazine-6-carbaldehyde). Yields the product C1(CC1)C(CN1CCC(CC1)NCC=1C=CC2=C(NC(CS2)=O)C1)OC1=NC2=CC(=CC=C2N=C1)OC (6-({1-[2-cyclopropyl-2-(7-methoxy-quinoxalin-2-yloxy)-ethyl]-piperidin-4-ylamino}-methyl)-4H-benzo[1,4]thiazin-3-one). Reaction SMILES: Cl[C:2]1[CH:11]=[N:10][C:9]2[C:4](=[CH:5][C:6]([O:12][CH3:13])=[CH:7][CH:8]=2)[N:3]=1.C(O[C:19](=O)[NH:20][CH:21]1[CH2:26][CH2:25][N:24]([CH2:27][CH:28]([CH:30]2[CH2:32][CH2:31]2)[OH:29])[CH2:23][CH2:22]1)(C)(C)C.[O:34]=[C:35]1[NH:40][C:39]2[CH:41]=[C:42](C=O)[CH:43]=[CH:44][C:38]=2[S:37][CH2:36]1>>[CH:30]1([CH:28]([O:29][C:2]2[CH:11]=[N:10][C:9]3[C:4](=[CH:5][C:6]([O:12][CH3:13])=[CH:7][CH:8]=3)[N:3]=2)[CH2:27][N:24]2[CH2:23][CH2:22][CH:21]([NH:20][CH2:19][C:42]3[CH:43]=[CH:44][C:38]4[S:37][CH2:36][C:35](=[O:34])[NH:40][C:39]=4[CH:41]=3)[CH2:26][CH2:25]2)[CH2:31][CH2:32]1. Procedure details: The title compound is prepared as a white lyophilizated powder following Scheme 1 and in analogy to Examples 1 and 9 using 2-chloro-7-methoxy-quinoxaline, [1-(2-cyclopropyl-2-hydroxy-ethyl)-piperidin-4-yl]-carbamic acid tert-butyl ester and 3-oxo-3,4-dihydro-2H-benzo[1,4]thiazine-6-carbaldehyde as starting materials.